This data is from the Open Reaction Database (ORD), a public repository of structured organic reaction records. The task is: describe an organic reaction: reactants, conditions, products, and yield Reactants: C(C)(C)(C)OC(=O)N1CCC(CC1)CNC1=C2C=CN=CC2=CC=C1 (1-(tert-butoxycarbonyl)-4-(5-isoquinolyl)aminomethylpiperidine), Cl.CO (hydrogen chloride methanol). The product is Cl.C1=NC=CC2=C(C=CC=C12)NCC1CCNCC1 (4-(5-isoquinolyl)aminomethylpiperidine hydrochloride). RXN SMILES: C(OC([N:8]1[CH2:13][CH2:12][CH:11]([CH2:14][NH:15][C:16]2[CH:25]=[CH:24][CH:23]=[C:22]3[C:17]=2[CH:18]=[CH:19][N:20]=[CH:21]3)[CH2:10][CH2:9]1)=O)(C)(C)C.[ClH:26].CO>>[ClH:26].[CH:21]1[C:22]2[C:17](=[C:16]([NH:15][CH2:14][CH:11]3[CH2:12][CH2:13][NH:8][CH2:9][CH2:10]3)[CH:25]=[CH:24][CH:23]=2)[CH:18]=[CH:19][N:20]=1 |f:1.2,3.4|. Reported procedure: According to the method of Example 1, Step C, deprotection was performed (50° C., 2 hours) by using Intermediate 33 (171 mg) and 10% hydrogen chloride/methanol solution (2.5 ml). The reaction mixture was cooled to room temperature, and then the solvent was evaporated under reduced pressure. The residue was added with methanol (0.5 ml) and diethyl ether (1.5 ml). The deposited precipitates were collected by filtration and washed with diethyl ether to obtain the title compound (149 mg) as light ye... Starting materials: C(C(=O)O)(=O)O.C(C1=CC=CC=C1)N(C)CCOCC=1NC(=C(C(C1C(=O)OCC)C1=C(C=CC=C1)Cl)C(=O)OC)C (2-[2-(N-benzyl-N-methylamino)ethoxymethyl]-4-[2-chlorophenyl]-3-ethoxycarbonyl-5-methoxycarbonyl-6-methyl-1,4-dihydropyridine, oxalate salt). Reagents/catalysts: [Pd] (palladium on charcoal). Solvent: CO (methanol), CO (methanol). Yields the product C(C(=O)O)(=O)O.ClC1=C(C=CC=C1)C1C(=C(NC(=C1C(=O)OC)C)COCCNC)C(=O)OCC (4-(2-chlorophenyl)-2-[2-(methylamino)ethoxymethyl]-3-ethoxycarbonyl-5-methoxycarbonyl-6-methyl-1,4-dihydropyridine, oxalate salt). The yield is 65.6%. RXN SMILES: [C:1]([OH:6])(=[O:5])[C:2]([OH:4])=[O:3].[CH2:7]([N:14]([CH2:16][CH2:17][O:18][CH2:19][C:20]1[NH:21][C:22]([CH3:42])=[C:23]([C:38]([O:40][CH3:41])=[O:39])[CH:24]([C:31]2[CH:36]=[CH:35][CH:34]=[CH:33][C:32]=2[Cl:37])[C:25]=1[C:26]([O:28][CH2:29][CH3:30])=[O:27])C)C1C=CC=CC=1>CO.[Pd]>[C:1]([OH:6])(=[O:5])[C:2]([OH:4])=[O:3].[Cl:37][C:32]1[CH:33]=[CH:34][CH:35]=[CH:36][C:31]=1[CH:24]1[C:23]([C:38]([O:40][CH3:41])=[O:39])=[C:22]([CH3:42])[NH:21][C:20]([CH2:19][O:18][CH2:17][CH2:16][NH:14][CH3:7])=[C:25]1[C:26]([O:28][CH2:29][CH3:30])=[O:27] |f:0.1,4.5|. Reported procedure: A solution of 2-[2-(N-benzyl-N-methylamino)ethoxymethyl]-4-[2-chlorophenyl]-3-ethoxycarbonyl-5-methoxycarbonyl-6-methyl-1,4-dihydropyridine, oxalate salt (4.3 g) in methanol (220 ml) was added to a suspension of 10% (by weight) palladium on charcoal (0.4 g) pre-hydrogenated in methanol (50 ml). Stirring under hydrogen at 50 p.s.i. and room temperature overnight resulted in complete removal of the benzyl group. After removal of the catalyst by filtration, the methanol was removed by evaporation a... Starting materials: O=C(Cl)C(=O)Cl, ClCCl, O=C(O)c1ccc(CCC(F)(F)F)[nH]1, CN(C)C=O. The product is [Cl-], O=C(O)c1ccc(CCC(F)(F)F)[nH]1. Reaction SMILES: [Cl:15][C:16]([C:17]([Cl:18])=[O:19])=[O:20].[Cl:26][CH2:27][Cl:28].[F:1][C:2]([CH2:3][CH2:4][c:5]1[cH:6][cH:7][c:8]([C:10](=[O:11])[OH:12])[nH:9]1)([F:13])[F:14].[O:21]=[CH:22][N:23]([CH3:24])[CH3:25]>>[Cl-:15].[F:1][C:2]([CH2:3][CH2:4][c:5]1[cH:6][cH:7][c:8]([C:10](=[O:11])[OH:12])[nH:9]1)([F:13])[F:14]. Solvent: CCO (EtOH). Run at temperature 80 celsius, time 6 hour. Yield: 74.4%. Starting materials: O[C@@H]1CC2=CC[C@H]3[C@@H]4CC=C([C@@]4(C)CC[C@@H]3[C@]2(CC1)C)N1N=CN=C1 (3β-hydroxy-17-(1H-1,2,4-triazol-1-yl)-androsta-5,16-diene), O.NN (hydrazine hydrate), C(C)(=O)O (acetic acid). Reported procedure: A mixture of Compound 6 (200 mg, 0.590 mmol), hydrazine hydrate (0.57 ml, 1.77 mmol), and acetic acid (0.35 ml) in EtOH (20 ml) was heated at 80° C. while a stream of air was passed through the solution for 6 h. The reaction mixture was concentrated to about 10 ml and after cooling, it was diluted with EtOAc (30 ml) followed by washing with saturated aqueous NaHCO3 (10 ml×2), and brine (10 ml×2), dried (Na2SO4) and concentrated to give a crude product (190 mg). This was purified by FCC (silica g... Reaction SMILES: [OH:1][C@H:2]1[CH2:19][CH2:18][C@@:17]2([CH3:20])[C:4](=[CH:5][CH2:6][C@@H:7]3[C@@H:16]2[CH2:15][CH2:14][C@@:12]2([CH3:13])[C@H:8]3[CH2:9][CH:10]=[C:11]2[N:21]2[CH:25]=[N:24][CH:23]=[N:22]2)[CH2:3]1.O.NN.C(O)(=O)C>CCO>[OH:1][C@H:2]1[CH2:19][CH2:18][C@@:17]2([CH3:20])[C:4](=[CH:5][CH2:6][C@@H:7]3[C@@H:16]2[CH2:15][CH2:14][C@@:12]2([CH3:13])[C@H:8]3[CH2:9][CH2:10][C@@H:11]2[N:21]2[CH:25]=[N:24][CH:23]=[N:22]2)[CH2:3]1 |f:1.2|. Yields the product O[C@@H]1CC2=CC[C@H]3[C@@H]4CC[C@@H]([C@@]4(C)CC[C@@H]3[C@]2(CC1)C)N1N=CN=C1 (3β-hydroxy-17β-(1H-1,2,4-triazol-1-yl)androst-5-ene). The reactants are [B-](F)(F)(F)[S+](C)C (Boron fluoride—dimethyl sulfide complex), COC1=CC=C(OC2=CC=C(C(=O)OC)C=C2)C=C1 (methyl 4-(4′-methoxyphenoxy)benzoate). Run in C(Cl)Cl (DCM). Run at time 5 hour. Yields the product COC(C1=CC=C(C=C1)OC1=CC=C(C=C1)O)=O.COC(C1=CC=C(C=C1)OC1=CC=C(C=C1)O)=O (4-(4-Hydroxy-phenoxy)-benzoic acid methyl ester 4-(4-Hydroxy-phenoxy)-benzoic acid methyl ester). Reaction SMILES: [B-]([S+](C)C)(F)(F)F.C[O:9][C:10]1[CH:26]=[CH:25][C:13]([O:14][C:15]2[CH:24]=[CH:23][C:18]([C:19]([O:21][CH3:22])=[O:20])=[CH:17][CH:16]=2)=[CH:12][CH:11]=1>C(Cl)Cl>[CH3:22][O:21][C:19](=[O:20])[C:18]1[CH:17]=[CH:16][C:15]([O:14][C:13]2[CH:25]=[CH:26][C:10]([OH:9])=[CH:11][CH:12]=2)=[CH:24][CH:23]=1.[CH3:22][O:21][C:19](=[O:20])[C:18]1[CH:17]=[CH:16][C:15]([O:14][C:13]2[CH:25]=[CH:26][C:10]([OH:9])=[CH:11][CH:12]=2)=[CH:24][CH:23]=1 |f:3.4|. Procedure: Boron fluoride—dimethyl sulfide complex [CAS: 353-43-5] (15.64 ml, 148.67 mmol) was added dropwise to a stirred solution of methyl 4-(4′-methoxyphenoxy)benzoate [CAS: 38342-84-6] (1.28 g, 4.9 mmol) in DCM (100 ml) cooled in an ice-water bath under nitrogen atmosphere. The resulting mixture was stirred for 5 hours. The reaction mixture was washed with water and then extracted with DCM. The organic layer was separated and dried (Na2SO4) and the solvent was evaporated till dryness. The residue was ...